Task: describe an organic reaction: reactants, conditions, products, and yield. Dataset: the Open Reaction Database (ORD), a public repository of structured organic reaction records RXN SMILES: FC(F)(F)[C:3](O)=[O:4].[CH2:8]1N2CN3CN(C2)CN1C3.[CH3:18][C:19]1[CH:24]=[C:23](O)[CH:22]=[CH:21][C:20]=1[C:26]12[CH2:35][CH:30]3[CH2:31][CH:32]([CH2:34][C:28]([C:36]4[CH:41]=[CH:40][C:39]([OH:42])=[CH:38][C:37]=4[CH3:43])([CH2:29]3)[CH2:27]1)[CH2:33]2.[OH-:44].[Na+].[OH2:46]>C(OCC)(=O)C>[CH:18]([C:19]1[CH:24]=[C:23]([OH:46])[CH:22]=[C:21]([CH3:8])[C:20]=1[C:26]12[CH2:35][CH:30]3[CH2:31][CH:32]([CH2:34][C:28]([C:36]4[C:37]([CH3:43])=[CH:38][C:39]([OH:42])=[CH:40][C:41]=4[CH:3]=[O:4])([CH2:29]3)[CH2:27]1)[CH2:33]2)=[O:44] |f:3.4|. The solvent is C(C)(=O)OCC (ethyl acetate), C(C)(=O)OCC (ethyl acetate). Yield: 56.3%. Yields the product C(=O)C1=C(C(=CC(=C1)O)C)C12CC3(CC(CC(C1)C3)C2)C2=C(C=C(C=C2C)O)C=O (1,3-bis(2-formyl-6-methyl-4-hydroxyphenyl)-adamantane). Reactants: FC(C(=O)O)(F)F (trifluoroacetic acid), [OH-].[Na+] (sodium hydroxide), O (water), C1N2CN3CN1CN(C2)C3 (hexamethylenetetramine), CC1=C(C=CC(=C1)O)C12CC3(CC(CC(C1)C3)C2)C2=C(C=C(C=C2)O)C (1,3-bis(2-methyl-4-hydroxyphenyl)-adamantane), O (water). Procedure details: In a 2-L four-necked flask, 615.6 g (5.4 mol) of trifluoroacetic acid was measured, and 126.0 g (0.9 mol) of hexamethylenetetramine was dropwise added and mixed at room temperature over 1 hour. Then, to the resulting mixture was intermittently added 104.4 g (0.3 mol) of 1,3-bis(2-methyl-4-hydroxyphenyl)-adamantane in the form of a powder at 70° C. over 1 hour, followed by stirring at 90° C. for 25 hours. Then, to the resulting reaction mixture, 210.0 g of water was added at 70° C., followed by s... Reaction conditions: temperature 90 celsius, time 25 hour. The reactants are C(C)NCC1=C(C=CC(=C1)Cl)OCC(=C)C (N-ethyl-5-chloro-2-(2-methylprop-2-en-1-yloxy)benzylamine), ClC=1N=NC(=CC1)S(=O)(=O)N (3-chloro-pyridazine-6-sulphonamide), C(C)N(C(C)C)C(C)C (ethyl di-isopropylamine). Run in CN(C)C=O (DMF). Run at temperature 130 celsius, time 16 hour. The product is ClC=1C=CC(=C(CN(CC)C2=CC=C(N=N2)S(=O)(=O)N)C1)OCC(=C)C (6-[N-(5-Chloro-2-(2-methylprop-2-en-1-yloxy)benzyl)-N-ethylamino]pyridazine-3-sulphonamide). As a reaction SMILES: [CH2:1]([NH:3][CH2:4][C:5]1[CH:10]=[C:9]([Cl:11])[CH:8]=[CH:7][C:6]=1[O:12][CH2:13][C:14]([CH3:16])=[CH2:15])[CH3:2].Cl[C:18]1[N:19]=[N:20][C:21]([S:24]([NH2:27])(=[O:26])=[O:25])=[CH:22][CH:23]=1.C(N(C(C)C)C(C)C)C>CN(C=O)C>[Cl:11][C:9]1[CH:8]=[CH:7][C:6]([O:12][CH2:13][C:14]([CH3:16])=[CH2:15])=[C:5]([CH:10]=1)[CH2:4][N:3]([C:18]1[N:19]=[N:20][C:21]([S:24]([NH2:27])(=[O:26])=[O:25])=[CH:22][CH:23]=1)[CH2:1][CH3:2]. Procedure: A mixture of N-ethyl-5-chloro-2-(2-methylprop-2-en-1-yloxy)benzylamine (2.76 g, 10 mmol), 3-chloro-pyridazine-6-sulphonamide [Archiv der Pharmazie (1966) 299, 646-650 and EP patent no 96,004] (1.5 g, 7.8 mmol) and ethyl di-isopropylamine (10 ml, 57 mM) in DMF (50 ml) was stirred at 130° C. for 16 hours under a reflux condenser. The solvent was evaporated at reduced pressure and the residue partitioned between dichloromethane (100 ml) and water (100 ml). The organic layer was separated, dried ove... Reactants: C(C)C1=C2C(NC(C2=C(C(=C1CC)CC)CC)=N)=N (4,5,6,7-tetraethyl-1,3-diiminoisoindoline), Cl.N1(CCCCC1)C=1SCC(N1)=N (2-piperidino-4-imino-2-thiazoline hydrochloride), Cl.C(C)(C)NC=1SCC(N1)=N (2-isopropylamino-4-imino-2-thiazoline hydrochloride), N=C1NC(C2=CC=CC=C12)=N (1,3-diiminoisoindoline). The product is Cl.N=C1NC(C2=C(C(=C(C(=C12)CC)CC)CC)CC)=C1C(N=C(S1)NC(C)C)=N (1-imino-4,5,6,7-tetraethyl-3-(2-isopropylamino-4-imino-2-thiazolin-5-ylidene)isoindoline hydrochloride). RXN SMILES: [CH2:1]([C:3]1[C:11]([CH2:12][CH3:13])=[C:10]([CH2:14][CH3:15])[C:9]([CH2:16][CH3:17])=[C:8]2[C:4]=1[C:5](=[NH:19])[NH:6][C:7]2=N)[CH3:2].[ClH:20].[CH:21]([NH:24][C:25]1[S:26][CH2:27][C:28](=[NH:30])[N:29]=1)([CH3:23])[CH3:22].N=C1C2C(=CC=CC=2)C(=N)N1.Cl.N1(C2SCC(=N)N=2)CCCCC1>>[ClH:20].[NH:19]=[C:5]1[C:4]2[C:8](=[C:9]([CH2:16][CH3:17])[C:10]([CH2:14][CH3:15])=[C:11]([CH2:12][CH3:13])[C:3]=2[CH2:1][CH3:2])[C:7](=[C:27]2[S:26][C:25]([NH:24][CH:21]([CH3:23])[CH3:22])=[N:29][C:28]2=[NH:30])[NH:6]1 |f:1.2,4.5,6.7|. Reported procedure: When equivalent amounts of 4,5,6,7-tetraethyl-1,3-diiminoisoindoline and 2-isopropylamino-4-imino-2-thiazoline hydrochloride are substituted for the 1,3-diiminoisoindoline and 2-piperidino-4-imino-2-thiazoline hydrochloride respectively, in the procedure described in Example 9, part B above, there is obtained as the product 1-imino-4,5,6,7-tetraethyl-3-(2-isopropylamino-4-imino-2-thiazolin-5-ylidene)isoindoline hydrochloride. The reactants are COC1CCN(c2cc(NC(=O)OC(C)(C)C)c([N+](=O)[O-])cc2I)CC1, C#Cc1ccccc1. Yields the product COC1CCN(c2cc(NC(=O)OC(C)(C)C)c([N+](=O)[O-])cc2C#Cc2ccccc2)CC1. RXN SMILES: [C:1]([CH3:2])([CH3:3])([CH3:4])[O:5][C:6]([NH:7][c:8]1[c:9]([N+:23](=[O:24])[O-:25])[cH:10][c:11]([I:22])[c:12]([N:14]2[CH2:15][CH2:16][CH:17]([O:20][CH3:21])[CH2:18][CH2:19]2)[cH:13]1)=[O:26].[c:27]1([C:33]#[CH:34])[cH:28][cH:29][cH:30][cH:31][cH:32]1>>[C:1]([CH3:2])([CH3:3])([CH3:4])[O:5][C:6]([NH:7][c:8]1[c:9]([N+:23](=[O:24])[O-:25])[cH:10][c:11]([C:34]#[C:33][c:27]2[cH:28][cH:29][cH:30][cH:31][cH:32]2)[c:12]([N:14]2[CH2:15][CH2:16][CH:17]([O:20][CH3:21])[CH2:18][CH2:19]2)[cH:13]1)=[O:26].